This data is from the Open Reaction Database (ORD), a public repository of structured organic reaction records. The task is: describe an organic reaction: reactants, conditions, products, and yield Reactants: CNC1=C(C=C(OC2=CC(=NC=C2)C(=O)OC(C)(C)C)C=C1)[N+](=O)[O-] (tert-butyl 4-[4-(methylamino)-3-nitrophenoxy]pyridine-2-carboxylate). Reagents/catalysts: [Pd] (palladium on carbon). Run in CO (methanol). The product is NC=1C=C(OC2=CC(=NC=C2)C(=O)OC(C)(C)C)C=CC1NC (tert-butyl 4-[3-amino-4-(methylamino)phenoxy]pyridine-2-carboxylate). RXN SMILES: [CH3:1][NH:2][C:3]1[CH:22]=[CH:21][C:6]([O:7][C:8]2[CH:13]=[CH:12][N:11]=[C:10]([C:14]([O:16][C:17]([CH3:20])([CH3:19])[CH3:18])=[O:15])[CH:9]=2)=[CH:5][C:4]=1[N+:23]([O-])=O>[Pd].CO>[NH2:23][C:4]1[CH:5]=[C:6]([CH:21]=[CH:22][C:3]=1[NH:2][CH3:1])[O:7][C:8]1[CH:13]=[CH:12][N:11]=[C:10]([C:14]([O:16][C:17]([CH3:20])([CH3:19])[CH3:18])=[O:15])[CH:9]=1. Reported procedure: A solution of tert-butyl 4-[4-(methylamino)-3-nitrophenoxy]pyridine-2-carboxylate (1 eq) and 10% palladium on carbon (0.1 eq) in methanol was stirred at room temperature and flushed with nitrogen. Hydrogen was flushed through the reaction for 1-2 hours or until the reaction was determined to be complete by HPLC. Nitrogen was flushed through the reaction for 15 minutes before the reaction was filtered through a celite pad. The celite pad was washed with excess methanol followed by concentration u... Reactants: O=C[O-], CCn1cc(C(=O)O)c2ccc(Oc3cc(N=[N+]=[N-])ncn3)cc21, [NH4+]. Yields the product CCn1cc(C(=O)O)c2ccc(Oc3cc(N)ncn3)cc21. Reaction SMILES: [CH:25]([O-:26])=[O:27].[N:1](=[N+:2]=[N-:3])[c:4]1[cH:5][c:6]([O:10][c:11]2[cH:12][cH:13][c:14]3[c:15]([C:22](=[O:23])[OH:24])[cH:16][n:17]([CH2:20][CH3:21])[c:18]3[cH:19]2)[n:7][cH:8][n:9]1.[NH4+:28]>>[NH2:1][c:4]1[cH:5][c:6]([O:10][c:11]2[cH:12][cH:13][c:14]3[c:15]([C:22](=[O:23])[OH:24])[cH:16][n:17]([CH2:20][CH3:21])[c:18]3[cH:19]2)[n:7][cH:8][n:9]1. Starting materials: CCC(C)Nc1cc(C(=O)OC)cc(N(C)S(=O)(=O)C2CC2)n1, CO, Cl, [Na+], [OH-]. The product is CCC(C)Nc1cc(C(=O)O)cc(N(C)S(=O)(=O)C2CC2)n1. As a reaction SMILES: [CH3:1][O:2][C:3]([c:4]1[cH:5][c:6]([NH:18][CH:19]([CH3:20])[CH2:21][CH3:22])[n:7][c:8]([N:10]([CH3:11])[S:12](=[O:13])(=[O:14])[CH:15]2[CH2:16][CH2:17]2)[cH:9]1)=[O:23].[CH3:27][OH:28].[ClH:26].[Na+:25].[OH-:24]>>[O:2]=[C:3]([c:4]1[cH:5][c:6]([NH:18][CH:19]([CH3:20])[CH2:21][CH3:22])[n:7][c:8]([N:10]([CH3:11])[S:12](=[O:13])(=[O:14])[CH:15]2[CH2:16][CH2:17]2)[cH:9]1)[OH:23]. The reactants are [H-].[Na+] (NaH), O (H2O), ClC1=C(C(=O)C2=C(C=CC=C2)F)C=CC(=C1)OC (2-chloro-2'-fluoro-4-methoxybenzophenone), Cl.NO (hydroxylamine hydrochloride), oximes. Solvent: CN(C)C=O (DMF), CN(C)C=O (DMF), N1=CC=CC=C1 (pyridine). Conditions: temperature 60 celsius. Product: FC1=C(C=CC=C1)C1=NOC2=C1C=CC(=C2)OC (3-(2-fluorophenyl)-6-methoxy-1,2-benzisoxazole). RXN SMILES: Cl[C:2]1[CH:16]=[C:15]([O:17][CH3:18])[CH:14]=[CH:13][C:3]=1[C:4]([C:6]1[CH:11]=[CH:10][CH:9]=[CH:8][C:7]=1[F:12])=O.Cl.[NH2:20][OH:21].[H-].[Na+].O>N1C=CC=CC=1.CN(C=O)C>[F:12][C:7]1[CH:8]=[CH:9][CH:10]=[CH:11][C:6]=1[C:4]1[C:3]2[CH:13]=[CH:14][C:15]([O:17][CH3:18])=[CH:16][C:2]=2[O:21][N:20]=1 |f:1.2,3.4|. Reported procedure: 2-chloro-2'-fluoro-4-methoxybenzophenone (15.5 g) is refluxed for three hours in 150 ml of pyridine containing 10.0 g of hydroxylamine hydrochloride. The pyridine is removed in vacuo and the residue is distributed between ether and 5% HCl. Drying and evaporation of the organic phase gives an isomeric mixture of oximes. The mixture is dissolved in 50 ml of DMF and is added to a suspension of 1.5 g NaH in 30 ml of DMF. After warming at 60° C. for 30 minutes the reaction mixture is poured into H2O ... The product is COc1ccc(C(CC(=O)NO)N2C(=O)c3ccccc3C2=O)cc1OC. Reactants: COc1ccc(C(CC(=O)O)N2C(=O)c3ccccc3C2=O)cc1OC, Cl, NO, C1CCOC1. RXN SMILES: [CH3:1][O:2][c:3]1[cH:4][c:5]([CH:11]([CH2:12][C:13](=[O:14])[OH:15])[N:16]2[C:17](=[O:26])[c:18]3[c:19]([cH:22][cH:23][cH:24][cH:25]3)[C:20]2=[O:21])[cH:6][cH:7][c:8]1[O:9][CH3:10].[ClH:27].[NH2:28][OH:29].[O:30]1[CH2:31][CH2:32][CH2:33][CH2:34]1>>[CH3:1][O:2][c:3]1[cH:4][c:5]([CH:11]([CH2:12][C:13](=[O:14])[NH:28][OH:29])[N:16]2[C:17](=[O:26])[c:18]3[c:19]([cH:22][cH:23][cH:24][cH:25]3)[C:20]2=[O:21])[cH:6][cH:7][c:8]1[O:9][CH3:10]. The reactants are ClCCN1CCOCC1 (4-(2-chloroethyl)morpholine), C([O-])([O-])=O.[Cs+].[Cs+] (Cesium Carbonate), ClC1=C(C(=O)OC)C=CC(=C1)NS(=O)(=O)C (methyl 2-chloro-4-(methylsulfonamido)benzoate). Solvent: CN(C)C=O (DMF). Conditions: temperature 150 celsius, time 30 minute. The product is ClC1=C(C(=O)OC)C=CC(=C1)N(S(=O)(=O)C)CCN1CCOCC1 (methyl 2-chloro-4-(N-(2-morpholinoethyl)methylsulfonamido)benzoate). Reaction SMILES: Cl[CH2:2][CH2:3][N:4]1[CH2:9][CH2:8][O:7][CH2:6][CH2:5]1.C(=O)([O-])[O-].[Cs+].[Cs+].[Cl:16][C:17]1[CH:26]=[C:25]([NH:27][S:28]([CH3:31])(=[O:30])=[O:29])[CH:24]=[CH:23][C:18]=1[C:19]([O:21][CH3:22])=[O:20]>CN(C=O)C>[Cl:16][C:17]1[CH:26]=[C:25]([N:27]([CH2:2][CH2:3][N:4]2[CH2:9][CH2:8][O:7][CH2:6][CH2:5]2)[S:28]([CH3:31])(=[O:30])=[O:29])[CH:24]=[CH:23][C:18]=1[C:19]([O:21][CH3:22])=[O:20] |f:1.2.3|. Reported procedure: 1.2 g of 4-(2-chloroethyl)morpholine and 2.5 g of Cesium Carbonate were added to 334 mg of methyl 2-chloro-4-(methylsulfonamido)benzoate in 7 mL of DMF and stirred in the microwave at 150° C. for 30 minutes. The reaction mixture was extracted in Ethyl Acetate twice with water, dried over Magnesium Sulfate, filtered, concentrated to give crude methyl 2-chloro-4-(N-(2-morpholinoethyl)methylsulfonamido)benzoate. 476 mg of methyl 2-chloro-4-(N-(2-morpholinoethyl)methylsulfonamido)benzoate was hydrol... Reactants: CC(C)(C)C(=O)Cl, Cn1c(=O)c(-c2ccc(F)cc2)cc2c3cc(-c4csc(CO)n4)ccc3n(C)c21, O, c1ccncc1. Yields the product Cn1c(=O)c(-c2ccc(F)cc2)cc2c3cc(-c4csc(COC(=O)C(C)(C)C)n4)ccc3n(C)c21. As a reaction SMILES: [C:31]([C:32]([CH3:33])([CH3:34])[CH3:35])(=[O:36])[Cl:37].[F:1][c:2]1[cH:3][cH:4][c:5](-[c:8]2[cH:9][c:10]3[c:11]([n:12]([CH3:26])[c:13]4[cH:14][cH:15][c:16](-[c:19]5[n:20][c:21]([CH2:24][OH:25])[s:22][cH:23]5)[cH:17][c:18]34)[n:27]([CH3:30])[c:28]2=[O:29])[cH:6][cH:7]1.[OH2:38].[cH:39]1[cH:40][cH:41][n:42][cH:43][cH:44]1>>[F:1][c:2]1[cH:3][cH:4][c:5](-[c:8]2[cH:9][c:10]3[c:11]([n:12]([CH3:26])[c:13]4[cH:14][cH:15][c:16](-[c:19]5[n:20][c:21]([CH2:24][O:25][C:31]([C:32]([CH3:33])([CH3:34])[CH3:35])=[O:36])[s:22][cH:23]5)[cH:17][c:18]34)[n:27]([CH3:30])[c:28]2=[O:29])[cH:6][cH:7]1. The reactants are Fc1ccc(C2CCC(N3CCNCC3)CC2)cc1, Fc1ccc(F)c(CBr)c1. Product: Fc1ccc(C2CCC(N3CCN(Cc4cc(F)ccc4F)CC3)CC2)cc1. Reaction SMILES: [F:1][c:2]1[cH:3][cH:4][c:5]([CH:8]2[CH2:9][CH2:10][CH:11]([N:14]3[CH2:15][CH2:16][NH:17][CH2:18][CH2:19]3)[CH2:12][CH2:13]2)[cH:6][cH:7]1.[F:20][c:21]1[c:22]([CH2:23][Br:24])[cH:25][c:26]([F:29])[cH:27][cH:28]1>>[F:1][c:2]1[cH:3][cH:4][c:5]([CH:8]2[CH2:9][CH2:10][CH:11]([N:14]3[CH2:15][CH2:16][N:17]([CH2:23][c:22]4[c:21]([F:20])[cH:28][cH:27][c:26]([F:29])[cH:25]4)[CH2:18][CH2:19]3)[CH2:12][CH2:13]2)[cH:6][cH:7]1.